Dataset: the Open Reaction Database (ORD), a public repository of structured organic reaction records. Task: describe an organic reaction: reactants, conditions, products, and yield The product is C(CCC)C=1C=C2C=CC=NC2=C(C1)F (6-Butyl-8-fluoroquinoline). Procedure: Under nitrogen, 6-chloro-8-fluoroquinoline (for example, as prepared for Intermediate 5) (4.6 kg, 1.0 eqv) was added to N-methylpyrrolidinone (46 L, 10 vol). To this mixture, ferric acetylacetonate (0.89 kg, 0.1 eqv) was added and the reaction mass cooled to 0 to −10° C. A solution of n-butyl magnesium chloride (commercially available, for example, from Aldrich) (14.84 L, 1.35 eqv of 2.3M grignard in tetrahydrofuran) was added slowly over approximately 4 hours at between 0 to −10° C. and the rea... The yield is 82.5%. Starting materials: ClC=1C=C2C=CC=NC2=C(C1)F (6-Chloro-8-fluoroquinoline), C(CCC)[Mg]Cl (n-butyl magnesium chloride), ferric acetylacetonate, material, ClC=1C=C2C=CC=NC2=C(C1)F (6-Chloro-8-fluoroquinoline), CN1C(CCC1)=O (N-methylpyrrolidinone), C(CCC)[Mg]Cl (n-butyl magnesium chloride). Reaction conditions: temperature -5 celsius, time 15 minute. The solvent is O1CCCC1 (tetrahydrofuran), O1CCCC1 (tetrahydrofuran). Reaction SMILES: Cl[C:2]1[CH:3]=[C:4]2[C:9](=[C:10]([F:12])[CH:11]=1)[N:8]=[CH:7][CH:6]=[CH:5]2.CN1[CH2:18][CH2:17][CH2:16][C:15]1=O.C([Mg]Cl)CCC>O1CCCC1>[CH2:15]([C:2]1[CH:3]=[C:4]2[C:9](=[C:10]([F:12])[CH:11]=1)[N:8]=[CH:7][CH:6]=[CH:5]2)[CH2:16][CH2:17][CH3:18].